Dataset: the Open Reaction Database (ORD), a public repository of structured organic reaction records. Task: describe an organic reaction: reactants, conditions, products, and yield The reactants are N([C@@H](C)C(=O)N[C@@H](C)C(=O)O)C(=O)OC(C)(C)C (Boc-Ala-Ala-OH), C(C1=CC=CC=C1)Br (benzyl bromide), C(=O)([O-])[O-].[Cs+].[Cs+] (Cs2CO3), 7.0. Solvent: CO (MeOH), O (H2O), CN(C)C=O (DMF). Product: N([C@@H](C)C(=O)N[C@@H](C)C(=O)OCC1=CC=CC=C1)C(=O)OC(C)(C)C (Boc-Ala-Ala-OBzl). RXN SMILES: [NH:1]([C:12]([O:14][C:15]([CH3:18])([CH3:17])[CH3:16])=[O:13])[C@H:2]([C:4]([NH:6][C@H:7]([C:9]([OH:11])=[O:10])[CH3:8])=[O:5])[CH3:3].C([O-])([O-])=O.[Cs+].[Cs+].[CH2:25](Br)[C:26]1[CH:31]=[CH:30][CH:29]=[CH:28][CH:27]=1>CO.O.CN(C=O)C>[NH:1]([C:12]([O:14][C:15]([CH3:16])([CH3:18])[CH3:17])=[O:13])[C@H:2]([C:4]([NH:6][C@H:7]([C:9]([O:11][CH2:25][C:26]1[CH:31]=[CH:30][CH:29]=[CH:28][CH:27]=1)=[O:10])[CH3:8])=[O:5])[CH3:3] |f:1.2.3|. Reported procedure: Boc-Ala-Ala-OH (7.23 g, 27.8 mmol) was dissolved in a mixture of 200 ml MeOH and 20 ml H2O.Cs2CO3 solution (20% aqueous) was added until the pH reached 7.0 (~30 ml) and the resultant neutral solution evaporated to dryness. The residue was re-evaporated twice with DMF (150 ml) and the gelatenous solid that remained was stirred in 120 ml DMF with benzyl bromide (7.2 g, 42 mmol) for 15 hours. The solvent was then removed by evaporation and the residue treated with 500 ml water. The product precipit... Reactants: Intermediate 216, FC(C(=O)O)(F)F.C[C@H](CCC)OC=1NC(=C2N=C(N=C2N1)OC)N (2-{[(1R)-1-methylbutyl]oxy}-8-(methyloxy)-1H-purin-6-amine trifluoroacetate), BrCCCC1COCC1 (3-(3-bromopropyl)tetrahydrofuran). Product: C[C@H](CCC)OC1=NC(=C2N=C(N(C2=N1)CCCC1COCC1)OC)N (2-{[(1R)-1-Methylbutyl]oxy}-8-(methyloxy)-9-[3-(tetrahydro-3-furanyl)propyl]-9H-purin-6-amine). RXN SMILES: FC(F)(F)C(O)=O.[CH3:8][C@@H:9]([O:13][C:14]1[NH:15][C:16]([NH2:25])=[C:17]2[C:21]([N:22]=1)=[N:20][C:19]([O:23][CH3:24])=[N:18]2)[CH2:10][CH2:11][CH3:12].Br[CH2:27][CH2:28][CH2:29][CH:30]1[CH2:34][CH2:33][O:32][CH2:31]1>>[CH3:8][C@@H:9]([O:13][C:14]1[N:22]=[C:21]2[C:17]([N:18]=[C:19]([O:23][CH3:24])[N:20]2[CH2:27][CH2:28][CH2:29][CH:30]2[CH2:34][CH2:33][O:32][CH2:31]2)=[C:16]([NH2:25])[N:15]=1)[CH2:10][CH2:11][CH3:12] |f:0.1|. Procedure details: Prepared similarly to Intermediate 216 from 2-{[(1R)-1-methylbutyl]oxy}-8-(methyloxy)-1H-purin-6-amine trifluoroacetate and 3-(3-bromopropyl)tetrahydrofuran. The reactants are COc1cc(Br)cc2c1OCOCC2, [Li]CCCC, C1CCOC1, CCOC(C)=O, O=CN1CCOCC1, [Cl-], [NH4+]. The product is COc1cc(C=O)cc2c1OCOCC2. RXN SMILES: [Br:1][c:2]1[cH:3][c:4]([O:13][CH3:14])[c:5]2[c:6]([cH:12]1)[CH2:7][CH2:8][O:9][CH2:10][O:11]2.[CH2:15]([Li:16])[CH2:17][CH2:18][CH3:19].[CH2:30]1[O:31][CH2:32][CH2:33][CH2:34]1.[CH3:35][CH2:36][O:37][C:38](=[O:39])[CH3:40].[CH:20](=[O:21])[N:22]1[CH2:23][CH2:24][O:25][CH2:26][CH2:27]1.[Cl-:28].[NH4+:29]>>[c:2]1([CH:20]=[O:21])[cH:3][c:4]([O:13][CH3:14])[c:5]2[c:6]([cH:12]1)[CH2:7][CH2:8][O:9][CH2:10][O:11]2. Reactants: OC(=O)C(F)(F)F.N1CC(C1)NC(CNC1=NOC2=C1C=C(C=C2)C(F)(F)F)=O (N-Azetidin-3-yl-2-(5-trifluoromethyl-benzo[d]isoxazol-3-ylamino)-acetamide TFA salt), OC1(CCC(CC1)=O)C1=CN=CS1 (4-hydroxy-4-thiazol-5-yl-cyclohexanone). The product is OC1(CCC(CC1)N1CC(C1)NC(CNC1=NOC2=C1C=C(C=C2)C(F)(F)F)=O)C2=CN=CS2 (N-[1-(4-Hydroxy-4-thiazol-5-yl-cyclohexyl)-azetidin-3-yl]-2-(5-trifluoromethyl-benzo[d]isoxazol-3-ylamino)-acetamide). Reaction SMILES: OC(C(F)(F)F)=O.[NH:8]1[CH2:11][CH:10]([NH:12][C:13](=[O:29])[CH2:14][NH:15][C:16]2[C:20]3[CH:21]=[C:22]([C:25]([F:28])([F:27])[F:26])[CH:23]=[CH:24][C:19]=3[O:18][N:17]=2)[CH2:9]1.[OH:30][C:31]1([C:38]2[S:42][CH:41]=[N:40][CH:39]=2)[CH2:36][CH2:35][C:34](=O)[CH2:33][CH2:32]1>>[OH:30][C:31]1([C:38]2[S:42][CH:41]=[N:40][CH:39]=2)[CH2:32][CH2:33][CH:34]([N:8]2[CH2:11][CH:10]([NH:12][C:13](=[O:29])[CH2:14][NH:15][C:16]3[C:20]4[CH:21]=[C:22]([C:25]([F:27])([F:26])[F:28])[CH:23]=[CH:24][C:19]=4[O:18][N:17]=3)[CH2:9]2)[CH2:35][CH2:36]1 |f:0.1|. Reported procedure: The title compound was prepared as a white solid from reaction of (N-Azetidin-3-yl-2-(5-trifluoromethyl-benzo[d]isoxazol-3-ylamino)-acetamide TFA salt (as prepared in Example 1, Step D) and 4-hydroxy-4-thiazol-5-yl-cyclohexanone using the procedure described in Step E of Example 1. The reactants are COC(COC1=C(C=C(C(=C1)OC)SCCC=O)C)=O ([5-Methoxy-2-methyl-4-(3-oxo-propylsulfanyl)-phenoxy]-acetic acid methyl ester), C(C1=CC=CC=C1)NCC (benzyl-ethyl-amine), COC(COC1=C(C=C(C(=C1)OC)SCCCN(C1=NC=C(C=C1)C1=CC=CC=C1)CC)C)=O ((4-{3-[Ethyl-(5-phenyl-pyridin-2-yl)-amino]-propylsulfanyl}-5-methoxy-2-methyl-phenoxy)-acetic acid methyl ester). Product: C(C1=CC=CC=C1)N(CCCSC1=CC(=C(OCC(=O)O)C=C1OC)C)CC ({4-[3-(Benzyl-ethyl-amino)-propylsulfanyl]-5-methoxy-2-methyl-phenoxy}-acetic acid). As a reaction SMILES: COC(=O)COC1C=C(OC)C(SCCC=O)=CC=1C.C(NCC)C1C=CC=CC=1.C[O:32][C:33](=[O:64])[CH2:34][O:35][C:36]1[CH:41]=[C:40]([O:42][CH3:43])[C:39]([S:44][CH2:45][CH2:46][CH2:47][N:48]([CH2:61][CH3:62])[C:49]2[CH:54]=[CH:53][C:52]([C:55]3[CH:60]=[CH:59]C=CC=3)=CN=2)=[CH:38][C:37]=1[CH3:63]>>[CH2:49]([N:48]([CH2:61][CH3:62])[CH2:47][CH2:46][CH2:45][S:44][C:39]1[C:40]([O:42][CH3:43])=[CH:41][C:36]([O:35][CH2:34][C:33]([OH:32])=[O:64])=[C:37]([CH3:63])[CH:38]=1)[C:54]1[CH:53]=[CH:52][CH:55]=[CH:60][CH:59]=1. Procedure details: Compound 64A and benzyl-ethyl-amine were reacted in a manner analogous to Compound 64C to give the title product. MS m/z 418 (M+1). Starting materials: [Al+3], COC(=O)c1ccnc(OCc2nc(-c3ccccc3)oc2C)c1, [H-], [H-], [H-], [H-], [Li+], C1CCOC1. The product is Cc1oc(-c2ccccc2)nc1COc1cc(CO)ccn1. As a reaction SMILES: [Al+3:26].[CH3:1][c:2]1[c:3]([CH2:13][O:14][c:15]2[n:16][cH:17][cH:18][c:19]([C:21](=[O:22])[O:23][CH3:24])[cH:20]2)[n:4][c:5](-[c:7]2[cH:8][cH:9][cH:10][cH:11][cH:12]2)[o:6]1.[H-:25].[H-:28].[H-:29].[H-:30].[Li+:27].[O:31]1[CH2:32][CH2:33][CH2:34][CH2:35]1>>[CH3:1][c:2]1[c:3]([CH2:13][O:14][c:15]2[n:16][cH:17][cH:18][c:19]([CH2:21][OH:22])[cH:20]2)[n:4][c:5](-[c:7]2[cH:8][cH:9][cH:10][cH:11][cH:12]2)[o:6]1. Product: C1(=CC=CC=C1)COC1=C(C(=C(C2=C(C=CC(=C12)OCC1=CC=CC=C1)OCC1=CC=CC=C1)OCC1=CC=CC=C1)C(=O)OC)C(=O)OC (dimethyl 1,4,5,8-tetrakis(phenylmethoxy)-2,3-naphthalene dicarboxylate). The solvent is CN(C=O)C (dimethyl formamide), CC(=O)C (acetone). Procedure details: A mixture of 10.00 g of dimethyl 1,4-dihydroxy-5,8-bis(phenylmethoxyl)-2,3-naphthalene dicarboxylate prepared in Step 2A-b above, 12.00 g of potassium carbonate and 8.0 mL of benzyl bromide in 100 mL of dimethyl formamide and 200 mL of acetone was stirred at room temperature for 2 days. The reaction was filtered. The filtrate was then concentrated and the solid was washed with mixed solvent of ethyl acetate and petroleum ether to give 12.50 g of the title compound as a yellow solid. Starting materials: OC1=C(C(=C(C2=C(C=CC(=C12)OCC1=CC=CC=C1)OCC1=CC=CC=C1)O)C(=O)OC)C(=O)OC (dimethyl 1,4-dihydroxy-5,8-bis(phenylmethoxyl)-2,3-naphthalene dicarboxylate), C([O-])([O-])=O.[K+].[K+] (potassium carbonate), C(C1=CC=CC=C1)Br (benzyl bromide). RXN SMILES: [OH:1][C:2]1[C:11]2[C:6](=[C:7]([O:20][CH2:21][C:22]3[CH:27]=[CH:26][CH:25]=[CH:24][CH:23]=3)[CH:8]=[CH:9][C:10]=2[O:12][CH2:13][C:14]2[CH:19]=[CH:18][CH:17]=[CH:16][CH:15]=2)[C:5]([OH:28])=[C:4]([C:29]([O:31][CH3:32])=[O:30])[C:3]=1[C:33]([O:35][CH3:36])=[O:34].C(=O)([O-])[O-].[K+].[K+].[CH2:43](Br)[C:44]1[CH:49]=[CH:48][CH:47]=[CH:46][CH:45]=1>CN(C)C=O.CC(C)=O>[C:44]1([CH2:43][O:28][C:5]2[C:6]3[C:11](=[C:10]([O:12][CH2:13][C:14]4[CH:15]=[CH:16][CH:17]=[CH:18][CH:19]=4)[CH:9]=[CH:8][C:7]=3[O:20][CH2:21][C:22]3[CH:27]=[CH:26][CH:25]=[CH:24][CH:23]=3)[C:2]([O:1][CH2:33][C:3]3[CH:4]=[CH:5][CH:6]=[CH:11][CH:2]=3)=[C:3]([C:33]([O:35][CH3:36])=[O:34])[C:4]=2[C:29]([O:31][CH3:32])=[O:30])[CH:49]=[CH:48][CH:47]=[CH:46][CH:45]=1 |f:1.2.3|. Conditions: time 2 day.